Dataset: the Open Reaction Database (ORD), a public repository of structured organic reaction records. Task: describe an organic reaction: reactants, conditions, products, and yield Reactants: ClCC(C(CCCC)CC)=O (1-chloro-3-ethyl-2-heptanone), C1(=CC=CC=C1)P(C1=CC=CC=C1)C1=CC=CC=C1 (triphenylphosphine). Solvent: C(Cl)(Cl)Cl (chloroform). The product is [Cl-].O=C(C[P+](C1=CC=CC=C1)(C1=CC=CC=C1)C1=CC=CC=C1)C(CCCC)CC (2-oxo-3-ethylheptyltriphenylphosphonium chloride). Isolated yield 129.9%. RXN SMILES: [Cl:1][CH2:2][C:3](=[O:11])[CH:4]([CH2:9][CH3:10])[CH2:5][CH2:6][CH2:7][CH3:8].[C:12]1([P:18]([C:25]2[CH:30]=[CH:29][CH:28]=[CH:27][CH:26]=2)[C:19]2[CH:24]=[CH:23][CH:22]=[CH:21][CH:20]=2)[CH:17]=[CH:16][CH:15]=[CH:14][CH:13]=1>C(Cl)(Cl)Cl>[Cl-:1].[O:11]=[C:3]([CH:4]([CH2:9][CH3:10])[CH2:5][CH2:6][CH2:7][CH3:8])[CH2:2][P+:18]([C:19]1[CH:20]=[CH:21][CH:22]=[CH:23][CH:24]=1)([C:25]1[CH:30]=[CH:29][CH:28]=[CH:27][CH:26]=1)[C:12]1[CH:13]=[CH:14][CH:15]=[CH:16][CH:17]=1 |f:3.4|. Procedure: A solution of 1-chloro-3-ethyl-2-heptanone (88.4 g.) and triphenylphosphine (81 g.) in chloroform (100 ml.) was saturated with nitrogen and refluxed under nitrogen overnight. The chloroform was removed in vacuo to give crude 2-oxo-3-ethylheptyltriphenylphosphonium chloride (176.1 g.). Isolated yield 57.5%. Run at time 2 hour. Starting materials: C(C)N(C(=O)C1=CC=C(C(=O)OC)C=C1)CC (methyl 4-[(diethylamino)carbonyl]-benzoate), aqueous solution, [OH-].[Na+] (sodium hydroxide), O (water), C(C)(=O)OCC (ethyl acetate). Product: C(C)N(C(=O)C1=CC=C(C(=O)O)C=C1)CC (4-[(diethylamino)carbonyl]-benzoic acid). As a reaction SMILES: [CH2:1]([N:3]([CH2:16][CH3:17])[C:4]([C:6]1[CH:15]=[CH:14][C:9]([C:10]([O:12]C)=[O:11])=[CH:8][CH:7]=1)=[O:5])[CH3:2].[OH-].[Na+].O.C(OCC)(=O)C>CO>[CH2:16]([N:3]([CH2:1][CH3:2])[C:4]([C:6]1[CH:15]=[CH:14][C:9]([C:10]([OH:12])=[O:11])=[CH:8][CH:7]=1)=[O:5])[CH3:17] |f:1.2|. Reported procedure: In 25 ml of methanol was dissolved 5.44 g of methyl 4-[(diethylamino)carbonyl]-benzoate. After adding 25 ml of 1 mol/L aqueous solution of sodium hydroxide at 0-5° C., the mixture was stirred at ambient temperature for 2 hours. The reaction mixture was poured into a mixture of water and ethyl acetate, and the aqueous layer was separated. The aqueous layer was mixed with ethyl acetate, pH was adjusted to 1.5 with 6 mol/L hydrochloric acid, and the organic layer was separated. The organic layer wa... Solvent: CO (methanol). Reactants: OC1=C2C(N=CN1C#CC1=CC=C(C(=O)N[C@@H](CCC(=O)OC)C(=O)OC)C=C1)=NC(=C2)NC(C(C)(C)C)=O (dimethyl N-[4-(4-hydroxy-6-pivaloylaminopyrrolo[2,3-d]pyrimidin-3-ylethynyl)benzoyl]-L-glutamate). Reagents/catalysts: [Pd] (palladium-on-carbon). The solvent is CO (methanol), C(Cl)Cl (methylene chloride). Reaction conditions: time 3 hour. The product is OC1=C2C(N=CN1CCC1=CC=C(C(=O)N[C@@H](CCC(=O)OC)C(=O)OC)C=C1)=NC(=C2)NC(C(C)(C)C)=O (dimethyl N-{4-[2-(4-hydroxy-6-pivaloylaminopyrrolo[2,3-d]pyrimidin-3-yl)ethyl]benzoyl}-L-glutamate). The yield is 71.5%. As a reaction SMILES: [OH:1][C:2]1[N:7]([C:8]#[C:9][C:10]2[CH:29]=[CH:28][C:13]([C:14]([NH:16][C@H:17]([C:24]([O:26][CH3:27])=[O:25])[CH2:18][CH2:19][C:20]([O:22][CH3:23])=[O:21])=[O:15])=[CH:12][CH:11]=2)[CH:6]=[N:5][C:4]2=[N:30][C:31]([NH:33][C:34](=[O:39])[C:35]([CH3:38])([CH3:37])[CH3:36])=[CH:32][C:3]=12>CO.C(Cl)Cl.[Pd]>[OH:1][C:2]1[N:7]([CH2:8][CH2:9][C:10]2[CH:11]=[CH:12][C:13]([C:14]([NH:16][C@H:17]([C:24]([O:26][CH3:27])=[O:25])[CH2:18][CH2:19][C:20]([O:22][CH3:23])=[O:21])=[O:15])=[CH:28][CH:29]=2)[CH:6]=[N:5][C:4]2=[N:30][C:31]([NH:33][C:34](=[O:39])[C:35]([CH3:37])([CH3:36])[CH3:38])=[CH:32][C:3]=12. Procedure details: A mixture of 1.0 g of dimethyl N-[4-(4-hydroxy-6-pivaloylaminopyrrolo[2,3-d]pyrimidin-3-ylethynyl)benzoyl]-L-glutamate in 250 mL of 50% methanol in methylene chloride and 0.8 g of 3% palladium-on-carbon is hydrogenated at 50 p.s.i. for three hours, filtered, and concentrated under reduced pressure. The solid is collected by filtration and dried to yield 0.72 g of dimethyl N-{4-[2-(4-hydroxy-6-pivaloylaminopyrrolo[2,3-d]pyrimidin-3-yl)ethyl]benzoyl}-L-glutamate- mp 247° C. 1NMR (d6 -DMSO)δ1.21 (s... Reaction SMILES: C(NC(C)C)(C)C.C([Li])CCC.[CH2:13]([SnH:17]([CH2:22][CH2:23][CH2:24][CH3:25])[CH2:18][CH2:19][CH2:20][CH3:21])[CH2:14][CH2:15][CH3:16].[C:26]([O:30][C:31]([N:33]1[CH2:37][CH2:36][C:35](=[O:38])[CH2:34]1)=[O:32])([CH3:29])([CH3:28])[CH3:27]>C1COCC1>[C:26]([O:30][C:31]([N:33]1[CH2:37][CH2:36][C:35]([OH:38])([Sn:17]([CH2:13][CH2:14][CH2:15][CH3:16])([CH2:18][CH2:19][CH2:20][CH3:21])[CH2:22][CH2:23][CH2:24][CH3:25])[CH2:34]1)=[O:32])([CH3:29])([CH3:27])[CH3:28]. Starting materials: C(CCC)[Li] (n-butyllithium), solution, C(CCC)[SnH](CCCC)CCCC (tri-n-butyltinhydride), C(C)(C)NC(C)C (Diisopropylamine), C(C)(C)(C)OC(=O)N1CC(CC1)=O (N-(t-butoxycarbonyl)-3-pyrrolidone). Procedure details: Diisopropylamine (25.2 mL, 0.18 mol) in anhydrous THF (500 mL) is cooled to 0° C. and n-butyllithium (112.5 mL of a 1.6 M solution in THF, 0.18 mol) is added dropwise over 20 minutes to the cooled solution. The reaction mixture is stirred for an additional 15 minutes at 0° C. and then tri-n-butyltinhydride (48.4 mL, 0.18 mol) is added dropwise over 30 minutes. The reaction mixture is then stirred for one hour and then cooled to −78° C. N-(t-butoxycarbonyl)-3-pyrrolidone (0.15 mol) in THF (500 mL... Yields the product C(C)(C)(C)OC(=O)N1CC(CC1)([Sn](CCCC)(CCCC)CCCC)O (1-(t-butoxycarbonyl)-3-hydroxy-3-tributylstannyl pyrrolidine). Solvent: C1CCOC1 (THF), C1CCOC1 (THF), C1CCOC1 (THF). Reaction conditions: temperature 0 celsius, time 15 minute.